Dataset: the Open Reaction Database (ORD), a public repository of structured organic reaction records. Task: describe an organic reaction: reactants, conditions, products, and yield Starting materials: CC=1C=C(C=CC1)SC1=CC=C(C=C1)S(=O)(=O)N([C@H](C(C)C)C(=O)OC(C)(C)C)CCN1CCOCC1 (N-[[4-[(3-methylphenyl)thio]phenyl]sulfonyl]-N-[2-(4-morpholinyl)ethyl]-D-valine, 1,1-dimethylethyl ester), Example 1d, Cl (HCl). Solvent: O (H2O). Product: Cl.CC=1C=C(C=CC1)SC1=CC=C(C=C1)S(=O)(=O)N([C@H](C(C)C)C(=O)O)CCN1CCOCC1 (N-[[4-[(3-methylphenyl)thio]phenyl]sulfonyl]-N-[2-(4-morpholinyl)ethyl]-D-valine, monohydrochloride). As a reaction SMILES: [CH3:1][C:2]1[CH:3]=[C:4]([S:8][C:9]2[CH:14]=[CH:13][C:12]([S:15]([N:18]([CH2:30][CH2:31][N:32]3[CH2:37][CH2:36][O:35][CH2:34][CH2:33]3)[C@@H:19]([C:23]([O:25]C(C)(C)C)=[O:24])[CH:20]([CH3:22])[CH3:21])(=[O:17])=[O:16])=[CH:11][CH:10]=2)[CH:5]=[CH:6][CH:7]=1.[ClH:38]>O>[ClH:38].[CH3:1][C:2]1[CH:3]=[C:4]([S:8][C:9]2[CH:10]=[CH:11][C:12]([S:15]([N:18]([CH2:30][CH2:31][N:32]3[CH2:37][CH2:36][O:35][CH2:34][CH2:33]3)[C@@H:19]([C:23]([OH:25])=[O:24])[CH:20]([CH3:22])[CH3:21])(=[O:17])=[O:16])=[CH:13][CH:14]=2)[CH:5]=[CH:6][CH:7]=1 |f:3.4|. Reported procedure: A solution of N-[[4-[(3-methylphenyl)thio]phenyl]sulfonyl]-N-[2-(4-morpholinyl)ethyl]-D-valine, 1,1-dimethylethyl ester, from Example 1d (5.21 g, 9.08 mmol) in 12 M HCl (30 mL) and H2O (30 mL) was stirred at room temperature for 30 minutes and then heated to reflux for 25 minutes. Concentration in vacuo afforded N-[[4-[(3-methylphenyl)thio]phenyl]sulfonyl]-N-[2-(4-morpholinyl)ethyl]-D-valine, monohydrochloride, as a white solid (5.30 g). MS MH+ calc'd for C24H33N2O5S2 : 494, found: 494. HRMS cal... Starting materials: CS(=O)(=O)OCC=1C(=NSC1C(F)(F)F)C1=CC(=CC=C1)OC ((5-(trifluoromethyl)-3-(3-methoxyphenyl)isothiazol-4-yl)methyl methanesulfonate), OC1=C(C(=C(C=C1)CCC(=O)OCC)C)C (ethyl 3-(4-hydroxy-2,3-dimethylphenyl)propanoate). Product: COC=1C=C(C=CC1)C1=NSC(=C1COC1=C(C(=C(C=C1)CCC(=O)O)C)C)C(F)(F)F (3-(4-[[3-(3-methoxyphenyl)-5-(trifluoromethyl)-1,2-thiazol-4-yl]methoxy]-2,3-dimethylphenyl) propanoic acid). Reaction SMILES: CS([O:5][CH2:6][C:7]1[C:8]([C:16]2[CH:21]=[CH:20][CH:19]=[C:18]([O:22][CH3:23])[CH:17]=2)=[N:9][S:10][C:11]=1[C:12]([F:15])([F:14])[F:13])(=O)=O.O[C:25]1[CH:30]=[CH:29][C:28]([CH2:31][CH2:32][C:33]([O:35]CC)=[O:34])=[C:27]([CH3:38])[C:26]=1[CH3:39]>>[CH3:23][O:22][C:18]1[CH:17]=[C:16]([C:8]2[C:7]([CH2:6][O:5][C:25]3[CH:30]=[CH:29][C:28]([CH2:31][CH2:32][C:33]([OH:35])=[O:34])=[C:27]([CH3:38])[C:26]=3[CH3:39])=[C:11]([C:12]([F:15])([F:14])[F:13])[S:10][N:9]=2)[CH:21]=[CH:20][CH:19]=1. Procedure details: The title compound was prepared according to the procedure described in Example 1 starting following Step 5 and 6 coupling (5-(trifluoromethyl)-3-(3-methoxyphenyl)isothiazol-4-yl)methyl methanesulfonate and ethyl 3-(4-hydroxy-2,3-dimethylphenyl)propanoate followed by hydrolysis to afford the desired product as an off-white solid. 1H NMR (300 MHz, CD3OD) δ 7.21-7.38 (m, 3H), 6.96-7.04 (m, 2H), 6.72 (d, J=7.8 Hz, 1H), 5.08 (s, 2H), 3.60 (s, 3H), 2.91 (t, J=7.2 Hz, 2H), 2.51 (t, J=7.5 Hz, 2H), 2.23... Reactants: CCN1C=C(C(=O)C2=C1N=C(N=C2)N3CCNCC3)C(=O)O (Pipemidic acid), COC1=CC=C(C=C1)N=C=S (4-methoxyphenyl isothiocyanate). Product: COC1=CC=C(C=C1)NC(=S)N1CCN(CC1)C=1N=CC2=C(N1)N(C=C(C2=O)C(=O)O)CC (2-(4-{[(4-methoxyphenyl)amino]carbonothioyl}-1-piperazinyl)-8-ethyl-5-oxo-5,8-dihydropyrido[2,3-d]pyrimidine-6-carboxylic acid). Reaction SMILES: [CH3:1][CH2:2][N:3]1[C:9]2[N:10]=[C:11]([N:14]3[CH2:19][CH2:18][NH:17][CH2:16][CH2:15]3)[N:12]=[CH:13][C:8]=2[C:6](=[O:7])[C:5]([C:20]([OH:22])=[O:21])=[CH:4]1.[CH3:23][O:24][C:25]1[CH:30]=[CH:29][C:28]([N:31]=[C:32]=[S:33])=[CH:27][CH:26]=1>>[CH3:23][O:24][C:25]1[CH:30]=[CH:29][C:28]([NH:31][C:32]([N:17]2[CH2:18][CH2:19][N:14]([C:11]3[N:12]=[CH:13][C:8]4[C:6](=[O:7])[C:5]([C:20]([OH:22])=[O:21])=[CH:4][N:3]([CH2:2][CH3:1])[C:9]=4[N:10]=3)[CH2:15][CH2:16]2)=[S:33])=[CH:27][CH:26]=1. Procedure: Pipemidic acid (30 mg, 0.0989 mmol) and 4-methoxyphenyl isothiocyanate (13.7 μL, 0.0989 mmol) were used. Purification on silica yielded compound 24 in Table 1, below (37 mg, 80%). 1H NMR (300 MHz, CDCl3) δ 9.33 (s, 1H), 8.67 (s, 1H), 7.30 (s, 1H), 7.15 (d, J=8.76 Hz, 2H), 6.90 (d, J=8.82 Hz, 2H), 4.34 (q, J=7.10 Hz, 2H), 4.25-3.92 (m, 8H), 3.81 (s, 3H), 1.49 (t, J=7.12 Hz, 3H) ppm. Starting materials: BrC1=CC=C(C=C1)C[C@@H](CCO)NC(OC(C)(C)C)=O (1,1-Dimethylethyl {(1S)-1-[(4-bromophenyl)methyl]-3-hydroxypropyl}carbamate), Cl.O1CCOCC1 (HCl dioxane). Run at time 2 hour. Yields the product Cl.N[C@H](CCO)CC1=CC=C(C=C1)Br ((3S)-3-Amino-4-(4-bromophenyl)-1-butanol hydrochloride). The yield is 94.0%. RXN SMILES: [Br:1][C:2]1[CH:7]=[CH:6][C:5]([CH2:8][C@H:9]([NH:13]C(=O)OC(C)(C)C)[CH2:10][CH2:11][OH:12])=[CH:4][CH:3]=1.[ClH:21].O1CCOCC1>>[ClH:21].[NH2:13][C@@H:9]([CH2:8][C:5]1[CH:4]=[CH:3][C:2]([Br:1])=[CH:7][CH:6]=1)[CH2:10][CH2:11][OH:12] |f:1.2,3.4|. Reported procedure: 1,1-Dimethylethyl {(1S)-1-[(4-bromophenyl)methyl]-3-hydroxypropyl}carbamate (4.4 g, 12.8 mmol) was dissolved in 4N HCl/dioxane (20 mL). After 2 h, the reaction mixture was concentrated in vacuo to give 3.69 g (94%) of the title compound as a white solid. LC/MS (ES) m/e 244.0 (M+H)+. Starting materials: C(=O)[O-].[NH4+] (ammonium formate), ClC1=NC(=CC(=N1)C(=O)OC1CCCCC1)OC1CCCCC1 (cyclohexyl 2-chloro-6-(cyclohexyloxy)pyrimidine-4-carboxylate), C(=O)[O-].[NH4+] (ammonium formate). The reagents and catalysts are [Pd] (palladium on calcium carbonate). The solvent is O (water), IPrOH. Conditions: time 10 minute. Product: C1(CCCCC1)OC1=CC(=NC=N1)C(=O)OC1CCCCC1 (cyclohexyl 6-(cyclohexyloxy)pyrimidine-4-carboxylate). As a reaction SMILES: C([O-])=O.[NH4+].Cl[C:6]1[N:11]=[C:10]([C:12]([O:14][CH:15]2[CH2:20][CH2:19][CH2:18][CH2:17][CH2:16]2)=[O:13])[CH:9]=[C:8]([O:21][CH:22]2[CH2:27][CH2:26][CH2:25][CH2:24][CH2:23]2)[N:7]=1>O.[Pd]>[CH:22]1([O:21][C:8]2[N:7]=[CH:6][N:11]=[C:10]([C:12]([O:14][CH:15]3[CH2:20][CH2:19][CH2:18][CH2:17][CH2:16]3)=[O:13])[CH:9]=2)[CH2:23][CH2:24][CH2:25][CH2:26][CH2:27]1 |f:0.1|. Procedure details: (13.40 g; 212 mmol) in water (30 ml). A suspension of palladium on calcium carbonate (754 mg; 0.71 mmol) in IPrOH (144 ml) and was treated with 7.5 mL of ammonium formate solution and with cyclohexyl 2-chloro-6-(cyclohexyloxy)pyrimidine-4-carboxylate (4.80 g; 14.2 mmol). After 10 min, a second aliquot of 7.5 mL of ammonium formate solution was added and the mixture was stirred at room temperature for 24 h. The mixture was filtered through a pad of celite and rinsed with MeOH. Solvents were conce... Starting materials: [Na+].S1C=NC2=C1C=C(C=C2)S(=O)[O-] (1,3-benzothiazol-6-sulfinic acid sodium salt), N1=CC=CC=C1 (Pyridine), BrC(C(=O)OCC)(C)C (ethyl α-bromoisobutyrate). Solvent: CN(C)C=O (DMF). Run at temperature 50 celsius, time 2 hour. The product is C(C)OC(C(C)(C)S(=O)(=O)C1=CC2=C(N=CS2)C=C1)=O (2-(benzothiazole-6-sulfonyl)-2-methyl-propionic acid ethyl ester). Isolated yield 66.0%. Reaction SMILES: [Na+].[S:2]1[C:6]2[CH:7]=[C:8]([S:11]([O-:13])=[O:12])[CH:9]=[CH:10][C:5]=2[N:4]=[CH:3]1.N1C=CC=CC=1.Br[C:21]([CH3:28])([CH3:27])[C:22]([O:24][CH2:25][CH3:26])=[O:23]>CN(C=O)C>[CH2:25]([O:24][C:22](=[O:23])[C:21]([S:11]([C:8]1[CH:9]=[CH:10][C:5]2[N:4]=[CH:3][S:2][C:6]=2[CH:7]=1)(=[O:13])=[O:12])([CH3:28])[CH3:27])[CH3:26] |f:0.1|. Procedure details: The crude 1,3-benzothiazol-6-sulfinic acid sodium salt (1.1 g, 4.97 mmol) is suspended in DMF (15 mL). Pyridine (0.33 mL) and ethyl α-bromoisobutyrate (0.61 mL) are added. The reaction is stirred at 50° C. under nitrogen for 2 h. The reaction mixture is cooled to room temperature and the solvent is removed under reduced pressure. The residue is dissolved in ethyl acetate (20 mL) and washed with 2M aqueous HCl solution (20 mL). The acidic aqueous layer is back-extracted with ethyl acetate (2×20 m... Starting materials: C(=O)(Cl)Cl (phosgene), FC(C(C(F)(F)F)(O)C1=CC=C(NC)C=C1)(F)F (4-(hexafluoro-2-hydroxy-2-propyl)-N-methyl aniline), C(=O)(O)[O-].[Na+] (NaHCO3). As a reaction SMILES: [F:1][C:2]([F:18])([F:17])[C:3]([C:9]1[CH:16]=[CH:15][C:12]([NH:13][CH3:14])=[CH:11][CH:10]=1)([OH:8])[C:4]([F:7])([F:6])[F:5].C([O-])(O)=O.[Na+].[C:24](Cl)([Cl:26])=[O:25]>CCOCC.O.C1C=CC=CC=1>[CH3:14][N:13]([C:12]1[CH:15]=[CH:16][C:9]([C:3]([OH:8])([C:4]([F:6])([F:5])[F:7])[C:2]([F:17])([F:18])[F:1])=[CH:10][CH:11]=1)[C:24]([Cl:26])=[O:25] |f:1.2|. The yield is 99.5%. Reported procedure: To a cold (10°) stirred mixture of 137 g (0.50 mole) 4-(hexafluoro-2-hydroxy-2-propyl)-N-methyl aniline in 500 ml Et2O and 168 g (2.0 mole) NaHCO3 in 500 ml H2O add dropwise 500 g (0.6 mole) 12% phosgene in benzene over 1 hour. Add 500 ml Et2O, separate the organic phase, dry, concentrate and wash the residue with hexane to give 167 g white solid; m.p. 152°-154°. Yields the product CN(C(=O)Cl)C1=CC=C(C=C1)C(C(F)(F)F)(C(F)(F)F)O (N-methyl-N-[4-(hexafluoro-2-hydroxy-2-propyl)phenyl]carbamyl chloride). The solvent is C1=CC=CC=C1 (benzene), CCOCC (Et2O), CCOCC (Et2O), O (H2O).